This data is from the Open Reaction Database (ORD), a public repository of structured organic reaction records. The task is: describe an organic reaction: reactants, conditions, products, and yield The reactants are CN(C)C=O, COc1ccc(F)cc1C(C)(C)CC1(C(F)(F)F)CO1, O=C1CNc2ccccc2N1, O. The product is COc1ccc(F)cc1C(C)(C)CC(O)(CN1CC(=O)Nc2ccccc21)C(F)(F)F. As a reaction SMILES: [CH3:33][N:34]([CH3:35])[CH:36]=[O:37].[F:1][c:2]1[cH:3][cH:4][c:5]([O:19][CH3:20])[c:6]([C:8]([CH2:9][C:10]2([C:13]([F:14])([F:15])[F:16])[O:11][CH2:12]2)([CH3:17])[CH3:18])[cH:7]1.[NH:21]1[C:22](=[O:31])[CH2:23][NH:24][c:25]2[cH:26][cH:27][cH:28][cH:29][c:30]21.[OH2:32]>>[F:1][c:2]1[cH:3][cH:4][c:5]([O:19][CH3:20])[c:6]([C:8]([CH2:9][C:10]([OH:11])([CH2:12][N:24]2[CH2:23][C:22](=[O:31])[NH:21][c:30]3[c:25]2[cH:26][cH:27][cH:28][cH:29]3)[C:13]([F:14])([F:15])[F:16])([CH3:17])[CH3:18])[cH:7]1. Reactants: N1=CC(=CC=C1)CC1=CN2C3=C(C=CN=C3C1=O)C=1C=CC=CC12 (5-(3-pyridylmethyl)-4H-indolo[3,2,1-de][1,5]naphthyridin-4-one), C(C1=CC=CC=C1)=O (benzaldehyde). Yields the product C(C1=CC=CC=C1)C1=CN2C3=C(C=CN=C3C1=O)C=1C=CC=CC12 (5-benzyl-4H-indolo[3,2,1-de][1,5]naphthyridin-4-one). The yield is 58.2%. Reaction SMILES: N1[CH:6]=[CH:5][CH:4]=[C:3]([CH2:7][C:8]2[C:17](=[O:18])[C:16]3[C:11]4=[C:12]([C:19]5[CH:20]=[CH:21][CH:22]=[CH:23][C:24]=5[N:10]4[CH:9]=2)[CH:13]=[CH:14][N:15]=3)[CH:2]=1.[CH:25](=O)C1C=CC=CC=1>>[CH2:7]([C:8]1[C:17](=[O:18])[C:16]2[C:11]3=[C:12]([C:19]4[CH:20]=[CH:21][CH:22]=[CH:23][C:24]=4[N:10]3[CH:9]=1)[CH:13]=[CH:14][N:15]=2)[C:3]1[CH:2]=[CH:25][CH:6]=[CH:5][CH:4]=1. Procedure details: According to Example 1<step 4>, the compound (200 mg) produced in Example 26<step 2> was reacted with benzaldehyde (153 mg) to obtain the title compound (116 mg; 42%). Reactants: O=C[C@H](O)[C@@H](O)[C@H](O)[C@H](O)CO (dextrose), ( 9 ), O=C[C@H](O)[C@@H](O)[C@H](O)[C@H](O)CO (dextrose), O=C[C@H](O)[C@@H](O)[C@H](O)[C@H](O)CO (dextrose), O=C[C@H](O)[C@@H](O)[C@H](O)[C@H](O)CO (dextrose), CC1=C(C(C(=C(N1)C)C(=O)OCCN(C)CC=2C=CC=CC2)C=3C=CC=C(C3)[N+](=O)[O-])C(=O)OC.Cl (nicardipine hydrochloride), CC1=C(C(C(=C(N1)C)C(=O)OCCN(C)CC=2C=CC=CC2)C=3C=CC=C(C3)[N+](=O)[O-])C(=O)OC.Cl (nicardipine hydrochloride), ( 1 ), CC1=C(C(C(=C(N1)C)C(=O)OCCN(C)CC=2C=CC=CC2)C=3C=CC=C(C3)[N+](=O)[O-])C(=O)OC.Cl (nicardipine hydrochloride). Yields the product CC1=C(C(C(=C(N1)C)C(=O)OCCN(C)CC=2C=CC=CC2)C=3C=CC=C(C3)[N+](=O)[O-])C(=O)OC (nicardipine). Reaction SMILES: O=C[C@@H]([C@H]([C@@H]([C@@H](CO)O)O)O)O.[CH3:13][C:14]1[NH:19][C:18]([CH3:20])=[C:17]([C:21]([O:23][CH2:24][CH2:25][N:26]([CH2:28][C:29]2[CH:30]=[CH:31][CH:32]=[CH:33][CH:34]=2)[CH3:27])=[O:22])[CH:16]([C:35]2[CH:36]=[CH:37][CH:38]=[C:39]([N+:41]([O-:43])=[O:42])[CH:40]=2)[C:15]=1[C:44]([O:46][CH3:47])=[O:45].Cl>>[CH3:13][C:14]1[NH:19][C:18]([CH3:20])=[C:17]([C:21]([O:23][CH2:24][CH2:25][N:26]([CH2:28][C:29]2[CH:34]=[CH:33][CH:32]=[CH:31][CH:30]=2)[CH3:27])=[O:22])[CH:16]([C:35]2[CH:36]=[CH:37][CH:38]=[C:39]([N+:41]([O-:43])=[O:42])[CH:40]=2)[C:15]=1[C:44]([O:46][CH3:47])=[O:45] |f:1.2|. Procedure: Effect of change in pH of a dextrose solution in the range 3 to 7 pH upon the addition of nicardipine hydrochloride solution was performed by first measuring the initial pH of the individual solutions; thereafter, one (1) volume of nicardipine hydrochloride solution prepared by Example-11 was mixed with nine (9) volumes of dextrose solution and the pH adjusted to a desired value in the range 3 to 7. The pH data are furnished in Table-3; the plot of difference in the pH of nicardipine hydrochlori... Starting materials: FC(C=1C=C(C(=O)N2CCC3(C(NC(N3C3=CC=CC=C3)C)=O)CC2)C=C(C1)C(F)(F)F)(F)F ((rac)-8-(3,5-bis-trifluoromethyl-benzoyl)-2-methyl-1-phenyl-1,3,8-triaza-spiro[4.5]decan-4-one), N1=CC=C(C=C1)B(O)O (pyridine-4-boronic acid). Procedure: The title compound, MS: m/e=563.2 (M+H+), was prepared in accordance with the general method of example 63 from (rac)-8-(3,5-bis-trifluoromethyl-benzoyl)-2-methyl-1-phenyl-1,3,8-triaza-spiro[4.5]decan-4-one and pyridine-4-boronic acid. Reaction SMILES: [F:1][C:2]([F:34])([F:33])[C:3]1[CH:4]=[C:5]([CH:26]=[C:27]([C:29]([F:32])([F:31])[F:30])[CH:28]=1)[C:6]([N:8]1[CH2:25][CH2:24][C:11]2([N:15]([C:16]3[CH:21]=[CH:20][CH:19]=[CH:18][CH:17]=3)[CH:14]([CH3:22])[NH:13][C:12]2=[O:23])[CH2:10][CH2:9]1)=[O:7].[N:35]1[CH:40]=[CH:39][C:38](B(O)O)=[CH:37][CH:36]=1>>[F:34][C:2]([F:1])([F:33])[C:3]1[CH:4]=[C:5]([CH:26]=[C:27]([C:29]([F:32])([F:31])[F:30])[CH:28]=1)[C:6]([N:8]1[CH2:9][CH2:10][C:11]2([N:15]([C:16]3[CH:17]=[CH:18][CH:19]=[CH:20][CH:21]=3)[CH:14]([CH3:22])[N:13]([C:38]3[CH:39]=[CH:40][N:35]=[CH:36][CH:37]=3)[C:12]2=[O:23])[CH2:24][CH2:25]1)=[O:7]. Product: FC(C=1C=C(C(=O)N2CCC3(C(N(C(N3C3=CC=CC=C3)C)C3=CC=NC=C3)=O)CC2)C=C(C1)C(F)(F)F)(F)F ((rac)-8-(3,5-Bis-trifluoromethyl-benzoyl)-2-methyl-1-phenyl-3-pyridin-4-yl-1,3,8-triaza-spiro[4.5]decan-4-one). Reactants: CC1(OC2(CC1)OCCC2)C=O (2-methyl-1,6-dioxaspiro[4.4]nonane-2-carboxaldehyde). Solvent: O1CCCC1 (tetrahydrofuran). Yields the product CC1(OC2(CC1)OCCC2)CO (2-Methyl-1,6-dioxaspiro[4.4]nonane-2-methanol). The yield is 83.1%. Reaction SMILES: [CH3:1][C:2]1([CH:11]=[O:12])[CH2:6][CH2:5][C:4]2([CH2:10][CH2:9][CH2:8][O:7]2)[O:3]1>O1CCCC1>[CH3:1][C:2]1([CH2:11][OH:12])[CH2:6][CH2:5][C:4]2([CH2:10][CH2:9][CH2:8][O:7]2)[O:3]1. Procedure: A solution of 1.70 g of 2-methyl-1,6-dioxaspiro[4.4]nonane-2-carboxaldehyde in tetrahydrofuran was hydrogenated at 60 p.s.i. and 20° C. for 5 hours in the presence of 1.0 g triethylamine promoter and Raney nickel, that had been rinsed in tetrahydrofuran. When all of the starting material had disappeared, the mixture was treated with magnesium sulfate and filtered. Distillation of the filtrate gave 1.43 g of the desired product as a colorless liquid, b.p. 65°-70° C. (1 torr.).